This data is from the Open Reaction Database (ORD), a public repository of structured organic reaction records. The task is: describe an organic reaction: reactants, conditions, products, and yield The reactants are C1(CC=2C(C(=O)O1)=CC=CC2)=O (homophthalic anhydride), 3, C(CCCC)(=O)Cl (valeryl chloride), [OH-].[NH4+] (ammonium hydroxide). Solvent: N1=CC=CC=C1 (pyridine), C(Cl)(Cl)Cl (chloroform). Conditions: time 1 hour. Product: C(CCC)C=1NC(C2=CC=CC=C2C1)=O (3-Butyl-1(2H)-isoquinolinone). RXN SMILES: [C:1]1(=O)[O:7][C:5](=O)[C:4]2=[CH:8][CH:9]=[CH:10][CH:11]=[C:3]2[CH2:2]1.[C:13](Cl)(=O)[CH2:14][CH2:15][CH2:16]C.[OH-].[NH4+:21]>N1C=CC=CC=1.C(Cl)(Cl)Cl>[CH2:13]([C:1]1[NH:21][C:5](=[O:7])[C:4]2[C:3]([CH:2]=1)=[CH:11][CH:10]=[CH:9][CH:8]=2)[CH2:14][CH2:15][CH3:16] |f:2.3|. Procedure details: To a solution of 4 g (24 mmol) of homophthalic anhydride in 12 ml of dry pyridine in a 250 L 3 neck flask fitted with a reflux condenser and addition funnel at 0° C. was added 5.4 g (45 mmol) of valeryl chloride in 16 ml of dry chloroform over 45 minutes. The reaction mixture was stirred for a further 1 hour and then was treated with 100 ml of conc. ammonium hydroxide dropwise. The mixture was refluxed for 2 hours and then allowed to stand overnight at room temperature. The two phases were separ... Reaction SMILES: [CH3:38][C:39]#[N:40].[O:12]1[CH:13]2[CH:14]1[CH2:15][CH:16]1[CH2:17][CH2:18][CH:19]3[CH:20]4[CH2:21][CH:22]([N:33]5[CH2:34][CH2:35][CH2:36][CH2:37]5)[CH:23]([OH:32])[C:24]4([CH3:25])[CH2:26][CH2:27][CH:28]3[C:29]1([CH3:31])[CH2:30]2.[O:1]1[CH2:2][CH2:3][O:4][C:5]12[CH2:6][CH2:7][NH:8][CH2:9][CH2:10]2.[OH2:11]>>[O:1]1[CH2:2][CH2:3][O:4][C:5]12[CH2:6][CH2:7][N:8]([CH:13]1[CH:14]([OH:12])[CH2:15][CH:16]3[CH2:17][CH2:18][CH:19]4[CH:20]5[CH2:21][CH:22]([N:33]6[CH2:34][CH2:35][CH2:36][CH2:37]6)[CH:23]([OH:32])[C:24]5([CH3:25])[CH2:26][CH2:27][CH:28]4[C:29]3([CH3:31])[CH2:30]1)[CH2:9][CH2:10]2. Product: CC12CC(N3CCC4(CC3)OCCO4)C(O)CC1CCC1C2CCC2(C)C(O)C(N3CCCC3)CC12. The reactants are CC#N, CC12CC3OC3CC1CCC1C2CCC2(C)C(O)C(N3CCCC3)CC12, C1CC2(CCN1)OCCO2, O. The reactants are C(C)(=O)C1=NC=CC2=C1C=CN2C(=O)C2=C(C=C(C(=O)O)C=C2Cl)Cl (4-[(4-acetyl-1H-pyrrolo[3,2-c]pyridin-1-yl)carbonyl]-3,5-dichlorobenzoic acid), N1(CCOCC1)CCCN (3-(morpholin-4-yl)propylamine). The product is C(C)(=O)NC1=NC=CC2=C1C=CN2C(=O)C2=C(C=C(C(=O)NCCCN1CCOCC1)C=C2Cl)Cl (4-{[4-(acetylamino)-1H-pyrrolo[3,2-c]pyridin-1-yl]carbonyl}-3,5-dichloro-N-[3-(morpholin-4-yl)propyl]benzamide). As a reaction SMILES: C([C:4]1[C:9]2[CH:10]=[CH:11][N:12]([C:13]([C:15]3[C:23]([Cl:24])=[CH:22][C:18]([C:19]([OH:21])=O)=[CH:17][C:16]=3[Cl:25])=[O:14])[C:8]=2[CH:7]=[CH:6][N:5]=1)(=O)C.[N:26]1([CH2:32][CH2:33][CH2:34][NH2:35])[CH2:31][CH2:30][O:29][CH2:28][CH2:27]1>>[C:13]([NH:12][C:4]1[C:9]2[CH:10]=[CH:11][N:12]([C:13]([C:15]3[C:16]([Cl:25])=[CH:17][C:18]([C:19]([NH:35][CH2:34][CH2:33][CH2:32][N:26]4[CH2:31][CH2:30][O:29][CH2:28][CH2:27]4)=[O:21])=[CH:22][C:23]=3[Cl:24])=[O:14])[C:8]=2[CH:7]=[CH:6][N:5]=1)(=[O:14])[CH3:15]. Reported procedure: This was prepared analogously from 4-[(4-acetyl-1H-pyrrolo[3,2-c]pyridin-1-yl)carbonyl]-3,5-dichlorobenzoic acid and 3-(morpholin-4-yl)propylamine. Starting materials: C(C)(=O)C=1C(=C(C(N(N1)C1=CC(=CC=C1)Cl)=O)SC1=CC=CC=C1)C (6-acetyl-2-(3-chlorophenyl)-5-methyl-4-phenylthio-3(2H)-pyridazinone), ClC1=CC(=CC=C1)C(=O)OO (m-chloroperbenzoic acid), S(=S)(=O)([O-])[O-].[Na+].[Na+] (sodium thiosulfate). Run in ClCCCl (1,2-dichloroethane). Run at time 12 hour. Yields the product C(C)(=O)C=1C(=C(C(N(N1)C1=CC(=CC=C1)Cl)=O)S(=O)(=O)C1=CC=CC=C1)C (6-acetyl-2-(3-chlorophenyl)-5-methyl-4-phenylsulfonyl-3(2H)-pyridazinone). Reaction SMILES: [C:1]([C:4]1[C:5]([CH3:25])=[C:6](SC2C=CC=CC=2)[C:7](=[O:17])[N:8]([C:10]2[CH:15]=[CH:14][CH:13]=[C:12]([Cl:16])[CH:11]=2)[N:9]=1)(=[O:3])[CH3:2].Cl[C:27]1[CH:32]=[CH:31][CH:30]=[C:29](C(OO)=O)[CH:28]=1.[S:37]([O-:41])([O-])(=[O:39])=S.[Na+].[Na+]>ClCCCl>[C:1]([C:4]1[C:5]([CH3:25])=[C:6]([S:37]([C:27]2[CH:32]=[CH:31][CH:30]=[CH:29][CH:28]=2)(=[O:41])=[O:39])[C:7](=[O:17])[N:8]([C:10]2[CH:15]=[CH:14][CH:13]=[C:12]([Cl:16])[CH:11]=2)[N:9]=1)(=[O:3])[CH3:2] |f:2.3.4|. Reported procedure: To a solution of 6-acetyl-2-(3-chlorophenyl)-5-methyl-4-phenylthio-3(2H)-pyridazinone (0.37 g) in 1,2-dichloroethane (10 ml) was added m-chloroperbenzoic acid (0.65 g), followed by stirring at room temperature for 12 hours. An aqueous solution of sodium thiosulfate was added to the reaction mixture to decompose excess oxidizing agent, and then the mixture was extracted with chloroform. After washing with a saturated aqueous sodium hydrogen carbonate solution and a brine, the organic layer was dr... Reactants: BrC(C(=O)OC(C)(C)C)(C)C (tert-butyl 2-bromo-2-methylpropionate), SC=1C=C2CC(CC2=CC1)NC(C)=O (N-(5-Mercapto-indan-2-yl)-acetamide), [H-].[H-].[H-].[H-].[Li+].[Al+3] (LAH), CO (methanol), [OH-].[Na+] (NaOH). Solvent: C1CCOC1 (THF), O (H2O). Run at temperature 6 celsius. Yields the product C(C)NC1CC2=CC=C(C=C2C1)SC(C(=O)OC(C)(C)C)(C)C (tert-Butyl 2-(2-ethylamino-indan-5-ylsulfanyl)-2-methyl-propionate). As a reaction SMILES: [SH:1][C:2]1[CH:3]=[C:4]2[C:8](=[CH:9][CH:10]=1)[CH2:7][CH:6]([NH:11][C:12](=O)[CH3:13])[CH2:5]2.[H-].[H-].[H-].[H-].[Li+].[Al+3].CO.Br[C:24]([CH3:33])([CH3:32])[C:25]([O:27][C:28]([CH3:31])([CH3:30])[CH3:29])=[O:26].[OH-].[Na+]>C1COCC1.O>[CH2:12]([NH:11][CH:6]1[CH2:5][C:4]2[C:8](=[CH:9][CH:10]=[C:2]([S:1][C:24]([CH3:33])([CH3:32])[C:25]([O:27][C:28]([CH3:31])([CH3:30])[CH3:29])=[O:26])[CH:3]=2)[CH2:7]1)[CH3:13] |f:1.2.3.4.5.6,9.10|. Procedure details: N-(5-Mercapto-indan-2-yl)-acetamide (330.0 g, 1.59 mol) was dissolved in a warm THF (1.65 L) at 50° C. The solution was then slowly added to LAH solution (1 M in THF) (2.385 L, 2.385 mol) at about 60-66° C. over 25 minutes to allow gentle reflux and slow gas evolution. After addition, the light yellow suspension was stirred under reflux for 4 hours. The reaction was cooled to about 5-7° C. in an ice-water bath. The reaction was quenched by the slow addition of methanol (203.7 g, 6.36 mol) under ... Reactants: CNc1cccc(Cl)c1, CCN(C(C)C)C(C)C, O=C(O)c1ccc2nc(-c3c(Cl)cccc3Cl)[nH]c2c1, [Na+], CN(C)C=O, [OH-]. Yields the product CN(C(=O)c1ccc2nc(-c3c(Cl)cccc3Cl)[nH]c2c1)c1cccc(Cl)c1. RXN SMILES: [CH3:21][NH:22][c:23]1[cH:24][c:25]([Cl:29])[cH:26][cH:27][cH:28]1.[CH:30]([N:31]([CH2:32][CH3:33])[CH:34]([CH3:35])[CH3:36])([CH3:37])[CH3:38].[Cl:1][c:2]1[c:3](-[c:9]2[nH:10][c:11]3[c:12]([n:13]2)[cH:14][cH:15][c:16]([C:18](=[O:19])[OH:20])[cH:17]3)[c:4]([Cl:8])[cH:5][cH:6][cH:7]1.[Na+:40].[O:41]=[CH:42][N:43]([CH3:44])[CH3:45].[OH-:39]>>[Cl:1][c:2]1[c:3](-[c:9]2[nH:10][c:11]3[c:12]([n:13]2)[cH:14][cH:15][c:16]([C:18](=[O:20])[N:22]([CH3:21])[c:23]2[cH:24][c:25]([Cl:29])[cH:26][cH:27][cH:28]2)[cH:17]3)[c:4]([Cl:8])[cH:5][cH:6][cH:7]1. The reactants are C(C)(C)(C)OC([C@H](CC(C)C)NC(=O)C1=CC2=C(N(C(=N2)CC2OCCC2)C(CC)CC)C=C1)=O ((S)-2-{[1-(1-Ethyl-propyl)-2-(tetrahydro-furan-2-ylmethyl)-1H-benzoimidazole-5-carbonyl]-amino}-4-methyl-pentanoic acid tert-butyl ester), FC(C(=O)O)(F)F (trifluoroacetic acid). The solvent is ClCCl (dichloromethane). Product: C(C)C(CC)N1C(=NC2=C1C=CC(=C2)C(=O)N[C@H](C(=O)O)CC(C)C)CC2OCCC2 ((S)-2-{[1-(1-Ethyl-propyl)-2-(tetrahydro-furan-2-ylmethyl)-1H-benzoimidazole-5-carbonyl]-amino}-4-methyl-pentanoic acid). The yield is 34.7%. As a reaction SMILES: C([O:5][C:6](=[O:35])[C@@H:7]([NH:12][C:13]([C:15]1[CH:34]=[CH:33][C:18]2[N:19]([CH:28]([CH2:31][CH3:32])[CH2:29][CH3:30])[C:20]([CH2:22][CH:23]3[CH2:27][CH2:26][CH2:25][O:24]3)=[N:21][C:17]=2[CH:16]=1)=[O:14])[CH2:8][CH:9]([CH3:11])[CH3:10])(C)(C)C.FC(F)(F)C(O)=O>ClCCl>[CH2:29]([CH:28]([N:19]1[C:18]2[CH:33]=[CH:34][C:15]([C:13]([NH:12][C@@H:7]([CH2:8][CH:9]([CH3:10])[CH3:11])[C:6]([OH:35])=[O:5])=[O:14])=[CH:16][C:17]=2[N:21]=[C:20]1[CH2:22][CH:23]1[CH2:27][CH2:26][CH2:25][O:24]1)[CH2:31][CH3:32])[CH3:30]. Procedure: 75 mg of (S)-2-{[1-(1-Ethyl-propyl)-2-(tetrahydro-furan-2-ylmethyl)-1H-benzoimidazole-5-carbonyl]-amino}-4-methyl-pentanoic acid tert-butyl ester were dissolved in 0.6 ml dichloromethane and 0.18 μl of trifluoroacetic acid were added. After stirring at room temperature over night the reaction mixture was concentrated. The residue was dissolved in 1 M aqueous sodium hydroxide solution, and precipitated by addition of 2 M aqueous hydrochloric acid. The solid was taken up in ethyl acetate, dried ov... Reactants: CC(=O)C1C2=CCC3C(CCC4(C)C(O)C(O)CC34)C2(C)CCC1O, CO, [Na+], [OH-]. Product: CC12CCC(O)C(O)C1=CCC1C2CCC2(C)C(O)C(O)CC12. Reaction SMILES: [C:1](=[O:2])([CH3:3])[CH:4]1[C:5]2=[CH:6][CH2:7][CH:8]3[CH:9]4[CH2:10][CH:11]([OH:25])[CH:12]([OH:24])[C:13]4([CH3:14])[CH2:15][CH2:16][CH:17]3[C:18]2([CH3:23])[CH2:19][CH2:20][CH:21]1[OH:22].[CH3:26][OH:27].[Na+:29].[OH-:28]>>[CH:4]1([OH:27])[C:5]2=[CH:6][CH2:7][CH:8]3[CH:9]4[CH2:10][CH:11]([OH:25])[CH:12]([OH:24])[C:13]4([CH3:14])[CH2:15][CH2:16][CH:17]3[C:18]2([CH3:23])[CH2:19][CH2:20][CH:21]1[OH:22]. Reaction SMILES: [CH2:1]([C:5]1[CH:10]=[CH:9][C:8]([CH2:11][CH:12](Cl)[C:13]([O:15]CC)=O)=[CH:7][CH:6]=1)[C:2]([CH3:4])=[O:3].[NH2:19][C:20]([NH2:22])=[S:21].C([O-])(=O)C.[Na+]>COCCO>[CH2:1]([C:5]1[CH:10]=[CH:9][C:8]([CH2:11][CH:12]2[S:21][C:20](=[NH:19])[NH:22][C:13]2=[O:15])=[CH:7][CH:6]=1)[C:2]([CH3:4])=[O:3] |f:2.3|. Procedure details: A mixture of ethyl 3-(4-acetonylphenyl)-2-chloropropionate, ethylene ketal (4.86 g), thiourea (1.19 g) and sodium acetate (1.29 g) in 2-methoxyethanol (25 ml) was stirred and heated at 100 ° C. for 16 h. The solvent was evaporated and the residue was diluted with 50:50 water/hexane (50 ml). The resulting solid was filtered, dried and purified by chromatography on silica gel. Elution with methanol:chloroform (4:96) gave 5-(4-acetonylbenzyl)-2-iminothiazolidine-4-one as a white solid, mp 196°-198°... Starting materials: C(C(=O)C)C1=CC=C(C=C1)CC(C(=O)OCC)Cl (ethyl 3-(4-acetonylphenyl)-2-chloropropionate), ethylene ketal, NC(=S)N (thiourea), C(C)(=O)[O-].[Na+] (sodium acetate). Yields the product C(C(=O)C)C1=CC=C(CC2C(NC(S2)=N)=O)C=C1 (5-(4-acetonylbenzyl)-2-iminothiazolidine-4-one). Conditions: temperature 100 celsius. Run in COCCO (2-methoxyethanol). Reactants: O=C1C(Cc2ccccc2)NC2(CCNCC2)N1Cc1ccccc1, Cc1ccccc1, S=C=Nc1ccccc1. Product: O=C1C(Cc2ccccc2)NC2(CCN(C(=S)Nc3ccccc3)CC2)N1Cc1ccccc1. RXN SMILES: [CH2:10]([c:11]1[cH:12][cH:13][cH:14][cH:15][cH:16]1)[N:17]1[C:18](=[O:34])[CH:19]([CH2:27][c:28]2[cH:29][cH:30][cH:31][cH:32][cH:33]2)[NH:20][C:21]12[CH2:22][CH2:23][NH:24][CH2:25][CH2:26]2.[CH3:35][c:36]1[cH:37][cH:38][cH:39][cH:40][cH:41]1.[c:1]1([N:7]=[C:8]=[S:9])[cH:2][cH:3][cH:4][cH:5][cH:6]1>>[c:1]1([NH:7][C:8](=[S:9])[N:24]2[CH2:23][CH2:22][C:21]3([N:17]([CH2:10][c:11]4[cH:12][cH:13][cH:14][cH:15][cH:16]4)[C:18](=[O:34])[CH:19]([CH2:27][c:28]4[cH:29][cH:30][cH:31][cH:32][cH:33]4)[NH:20]3)[CH2:26][CH2:25]2)[cH:2][cH:3][cH:4][cH:5][cH:6]1.